This data is from the Open Reaction Database (ORD), a public repository of structured organic reaction records. The task is: describe an organic reaction: reactants, conditions, products, and yield The reactants are CCOC(=O)c1ncn[nH]c1=O, O=P(Cl)(Cl)Cl. Reaction SMILES: [CH2:1]([CH3:2])[O:3][C:4](=[O:5])[c:6]1[n:7][cH:8][n:9][nH:10][c:11]1=[O:12].[P:13]([Cl:14])([Cl:15])([Cl:16])=[O:17]>>[CH2:1]([CH3:2])[O:3][C:4](=[O:5])[c:6]1[n:7][cH:8][n:9][n:10][c:11]1[Cl:15]. Yields the product CCOC(=O)c1ncnnc1Cl. Reaction conditions: temperature 90 celsius, time 18 hour. Starting materials: C(=C)OCCCC (1-vinyloxy-butane), C1(=CC=CC=C1)P(CCCP(C1=CC=CC=C1)C1=CC=CC=C1)C1=CC=CC=C1 (1,3-bis(diphenylphosphino)propane), C(=O)([O-])[O-].[K+].[K+] (K2CO3), BrC=1C=C2C3=CC=CC=C3S(NC2=C2N=CC=CC12)(=O)=O (12-bromo-5H-6-thia-4,5-diaza-chrysene 6,6-dioxide). RXN SMILES: [CH:1]([O:3]CCCC)=[CH2:2].C1(P(C2C=CC=CC=2)CCCP(C2C=CC=CC=2)C2C=CC=CC=2)C=CC=CC=1.C([O-])([O-])=O.[K+].[K+].Br[C:44]1[CH:45]=[C:46]2[C:55](=[C:56]3[C:61]=1[CH:60]=[CH:59][CH:58]=[N:57]3)[NH:54][S:53](=[O:63])(=[O:62])[C:52]1[C:47]2=[CH:48][CH:49]=[CH:50][CH:51]=1>C1COCC1.Cl.CCOC(C)=O.CC([O-])=O.CC([O-])=O.[Pd+2].CN(C=O)C.O>[O:62]=[S:53]1(=[O:63])[C:52]2[C:47](=[CH:48][CH:49]=[CH:50][CH:51]=2)[C:46]2[C:55](=[C:56]3[C:61](=[C:44]([C:1](=[O:3])[CH3:2])[CH:45]=2)[CH:60]=[CH:59][CH:58]=[N:57]3)[NH:54]1 |f:2.3.4,9.10.11,12.13|. Run in C1CCOC1 (THF), Cl (HCl), CN(C)C=O.O (DMF H2O), CCOC(=O)C (EtOAc). Isolated yield 30.5%. Reagents/catalysts: CC(=O)[O-].CC(=O)[O-].[Pd+2] (Pd(OAc)2). The product is O=S1(NC2=C3N=CC=CC3=C(C=C2C2=CC=CC=C12)C(C)=O)=O (1-(6,6-Dioxo-5,6-dihydro-6λ*6*-thia-4,5-diaza-chrysen-12-yl)-ethanone). Procedure details: A solution of DMF/H2O (4:1) was de-gassed for 15 min. DMF/H2O (4:1, 6 ml) and 1-vinyloxy-butane (0.59 ml, 4.53 mmol) were added to a mixture of Pd(OAc)2 (6 mg, 26 μmol), 1,3-bis(diphenylphosphino)propane (24 mg, 57 K2CO3 (150 mg, 1.01 mmol), 12-bromo-5H-6-thia-4,5-diaza-chrysene 6,6-dioxide 545 (370 mg, 0.91 mmol), under nitrogen. The mixture was heated at 90° C. for 2.5 h in the microwave. After cooling, the reaction was diluted with THF (2 ml) and 1M HCl (2 ml) and the mixture was stirred for ... Starting materials: CC1=CC=C(C=C1)S(=O)(=O)O (4-methylbenzene sulfonic acid), O (water), C(CC)(O)O (propanediol), ClC1=C(C=CC(=C1)Cl)C(C)=O ((2,4-dichlorophenyl)ethanone). Run in CC1=CC=CC=C1 (methylbenzene). Yields the product 100, ClC1=C(C=CC(=C1)Cl)C1(OCC(O1)COC)C (2-(2,4-dichlorophenyl)-2-methyl-4-(methoxymethyl)-1,3-dioxolane). As a reaction SMILES: [CH:1](O)([OH:4])CC.[Cl:6][C:7]1[CH:12]=[C:11]([Cl:13])[CH:10]=[CH:9][C:8]=1[C:14](=[O:16])[CH3:15].[CH3:17][C:18]1[CH:23]=CC(S(O)(=O)=O)=CC=1.[OH2:28]>CC1C=CC=CC=1>[Cl:6][C:7]1[CH:12]=[C:11]([Cl:13])[CH:10]=[CH:9][C:8]=1[C:14]1([CH3:15])[O:28][CH:18]([CH2:23][O:4][CH3:1])[CH2:17][O:16]1. Procedure: To 53 parts of 3-methoxy-1,2,-propanediol and 75 parts of (2,4-dichlorophenyl)ethanone, dissolved in 170 parts of methylbenzene are added 2 parts of 4-methylbenzene sulfonic acid and the whole is refluxed for 8 hours using a water-separator. The thus obtained methylbenzene solution is washed with water, dried and evaporated in vacuo. The residue is distilled in vacuo, yielding 100 parts of 2-(2,4-dichlorophenyl)-2-methyl-4-(methoxymethyl)-1,3-dioxolane; bp. 111°-115° C. at 4 mm. pressure.